From a dataset of the Open Reaction Database (ORD), a public repository of structured organic reaction records. describe an organic reaction: reactants, conditions, products, and yield The reactants are CN1C2CC(=CC1CCC2)N2CCCC2 (9-methyl-3-(pyrrolidin-1-yl)-9-azabicyclo[3.3.1]non-3-ene), COC1=CC=C(CN=[N+]=[N-])C=C1 (4-methoxybenzylazide). Reaction conditions: temperature 50 celsius. Yields the product CN1C2C=3N=NN(C3CC1CCC2)CC2=CC=C(C=C2)OC (12-Methyl-5-(4-methoxybenzyl)-3,4,5,12-tetraaza-tricyclo[6.3.1.02,6]dodeca-2(6),3-diene). Yield: 57.6%. RXN SMILES: [CH3:1][N:2]1[CH:7]2[CH2:8][CH2:9][CH2:10][CH:3]1[CH2:4][C:5](N1CCCC1)=[CH:6]2.[CH3:16][O:17][C:18]1[CH:27]=[CH:26][C:21]([CH2:22][N:23]=[N+:24]=[N-:25])=[CH:20][CH:19]=1>>[CH3:1][N:2]1[CH:7]2[CH2:8][CH2:9][CH2:10][CH:3]1[C:4]1[N:25]=[N:24][N:23]([CH2:22][C:21]3[CH:20]=[CH:19][C:18]([O:17][CH3:16])=[CH:27][CH:26]=3)[C:5]=1[CH2:6]2. Procedure details: A mixture of 9-methyl-3-(pyrrolidin-1-yl)-9-azabicyclo[3.3.1]non-3-ene (1.2 g, 5.9 mmol) and 4-methoxybenzylazide (0.96 g, 5.9 mmol) was heated at 50° C. for 2 days. The crude mixture was purified by prep HPLC to afford the product (1.0 g, 3.4 mmol, 57% yield) as yellow oil. The reactants are arylchloride, NC1=CC=CC=C1 (aniline), CC=1C=C(N)C=CC1C (3,4-dimethylaniline). The solvent is ClC1=CC=CC=C1 (chlorobenzene). Product: CC=1C=C(N(C2=CC=CC=C2)C2=CC=CC=C2)C=CC1C (3,4-dimethyl-N,N-diphenylaniline). Reaction SMILES: N[C:2]1[CH:7]=[CH:6][CH:5]=[CH:4][CH:3]=1.[CH3:8][C:9]1[CH:10]=[C:11]([CH:13]=[CH:14][C:15]=1[CH3:16])[NH2:12]>ClC1C=CC=CC=1>[CH3:8][C:9]1[CH:10]=[C:11]([CH:13]=[CH:14][C:15]=1[CH3:16])[N:12]([C:2]1[CH:7]=[CH:6][CH:5]=[CH:4][CH:3]=1)[C:2]1[CH:7]=[CH:6][CH:5]=[CH:4][CH:3]=1. Procedure: An improved process for producing triarylamines directly from an aniline is to react an arylchloride with an aniline compound in the presence of a suitable catalyst. For example, 3,4-dimethylaniline can be rapidly reacted with chlorobenzene to form 3,4-dimethyl-N,N-diphenylaniline using palladium acetate ligated with 2,4,6-trioxa-1,3,5,7-tetramethyl-8-phosphaadamantane, which is manufactured as Cytop-216 (Cytec Industries), and sodium t-pentoxide base. This reaction proceeds rapidly, in about 4 ... Reactants: N#Cc1cccc(CBr)c1, CCc1c(Sc2cc(C)cc(C)c2)[nH]c(=O)[nH]c1=O. Yields the product CCc1c(Sc2cc(C)cc(C)c2)n(Cc2cccc(C#N)c2)c(=O)[nH]c1=O. As a reaction SMILES: [C:20](#[N:21])[c:22]1[cH:23][c:24]([CH2:25][Br:26])[cH:27][cH:28][cH:29]1.[CH2:1]([CH3:2])[c:3]1[c:4](=[O:19])[nH:5][c:6](=[O:18])[nH:7][c:8]1[S:9][c:10]1[cH:11][c:12]([CH3:17])[cH:13][c:14]([CH3:16])[cH:15]1>>[CH2:1]([CH3:2])[c:3]1[c:4](=[O:19])[nH:5][c:6](=[O:18])[n:7]([CH2:25][c:24]2[cH:23][c:22]([C:20]#[N:21])[cH:29][cH:28][cH:27]2)[c:8]1[S:9][c:10]1[cH:11][c:12]([CH3:17])[cH:13][c:14]([CH3:16])[cH:15]1.